Dataset: the Open Reaction Database (ORD), a public repository of structured organic reaction records. Task: describe an organic reaction: reactants, conditions, products, and yield The reactants are C[Si](C)(C)I (trimethylsilyl iodide), C(=O)(OCC1=CC=CC=C1)NCCC[C@@H](NC(C(C1=CC=CC=C1)C1=CC=CC=C1)=O)C(=O)N[C@H](C)C1=CC=C(C=C1)Br ((R)-N5 -(Cbz)-N2 -(diphenylacetyl)-(R)-N-[1-(4-bromophenyl)ethyl]ornithine amide), C(C)#N (acetonitrile), C(Cl)Cl (CH2Cl2), C[Si](C)(C)I (trimethylsilyl iodide). Solvent: C(C)N(CC)CC (triethylamine). The product is CO.[OH-].[NH4+] (MeOH ammonium hydroxide), C1(=CC=CC=C1)C(C(=O)N[C@H](CCCN)C(=O)N[C@H](C)C1=CC=C(C=C1)Br)C1=CC=CC=C1 ((R)-N2 -(Diphenylacetyl)-(R)-N- [1-(4-bromophenyl)ethyl]ornithine amide), foam. As a reaction SMILES: [C:1]([NH:11][CH2:12][CH2:13][CH2:14][C@H:15]([C:32]([NH:34][C@@H:35]([C:37]1[CH:42]=[CH:41][C:40]([Br:43])=[CH:39][CH:38]=1)[CH3:36])=[O:33])[NH:16][C:17](=[O:31])[CH:18]([C:25]1[CH:30]=[CH:29][CH:28]=[CH:27][CH:26]=1)[C:19]1[CH:24]=[CH:23][CH:22]=[CH:21][CH:20]=1)(OCC1C=CC=CC=1)=[O:2].C(#N)C.C(Cl)Cl.C[Si](I)(C)C>C(N(CC)CC)C>[CH3:1][OH:2].[OH-:2].[NH4+:11].[C:19]1([CH:18]([C:25]2[CH:30]=[CH:29][CH:28]=[CH:27][CH:26]=2)[C:17]([NH:16][C@@H:15]([C:32]([NH:34][C@@H:35]([C:37]2[CH:42]=[CH:41][C:40]([Br:43])=[CH:39][CH:38]=2)[CH3:36])=[O:33])[CH2:14][CH2:13][CH2:12][NH2:11])=[O:31])[CH:24]=[CH:23][CH:22]=[CH:21][CH:20]=1 |f:5.6.7|. Procedure: Prepared according to the method described in Example 6(d) above from (R)-N5 -(Cbz)-N2 -(diphenylacetyl)-(R)-N-[1-(4-bromophenyl)ethyl]ornithine amide (1.00 g; 1.56 mmol; from step (c) above), acetonitrile (30 mL), CH2Cl2 (10 mL) and trimethylsilyl iodide (0.34 g, 1.70 mmol), 1.5 hours reaction time, followed by additional trimethylsilyl iodide (0.14 g; 0.70 mmol), 0.5 hours reaction time. Work up using triethylamine (10 mL) gave the crude product as an oil (1.00 g). The product was chromatograp... Starting materials: O=C([O-])[O-], Cc1ccc(S(N)(=O)=O)nc1, CC(C)=O, COc1ccccc1Oc1c(Cl)nc(-c2ccnc(C#N)c2)nc1Cl, Cl, [K+], [K+], O. Product: COc1ccccc1Oc1c(Cl)nc(-c2ccnc(C#N)c2)nc1NS(=O)(=O)c1ccc(C)cn1. Reaction SMILES: [C:37](=[O:38])([O-:39])[O-:40].[CH3:26][c:27]1[cH:28][cH:29][c:30]([S:33](=[O:34])(=[O:35])[NH2:36])[n:31][cH:32]1.[CH3:45][C:46](=[O:47])[CH3:48].[Cl:1][c:2]1[n:3][c:4](-[c:18]2[cH:19][c:20]([C:24]#[N:25])[n:21][cH:22][cH:23]2)[n:5][c:6]([Cl:17])[c:7]1[O:8][c:9]1[c:10]([O:15][CH3:16])[cH:11][cH:12][cH:13][cH:14]1.[ClH:43].[K+:41].[K+:42].[OH2:44]>>[Cl:1][c:2]1[n:3][c:4](-[c:18]2[cH:19][c:20]([C:24]#[N:25])[n:21][cH:22][cH:23]2)[n:5][c:6]([NH:36][S:33]([c:30]2[cH:29][cH:28][c:27]([CH3:26])[cH:32][n:31]2)(=[O:34])=[O:35])[c:7]1[O:8][c:9]1[c:10]([O:15][CH3:16])[cH:11][cH:12][cH:13][cH:14]1. The reactants are C1CCOC1, Cc1ccccc1, C1CCC2=NCCCN2CC1, COC(=O)c1cc(CO)cc(N(C)S(C)(=O)=O)c1, [N-]=[N+]=NP(=O)(c1ccccc1)c1ccccc1. The product is COC(=O)c1cc(CN=[N+]=[N-])cc(N(C)S(C)(=O)=O)c1. RXN SMILES: [CH2:54]1[O:55][CH2:56][CH2:57][CH2:58]1.[CH3:47][c:48]1[cH:49][cH:50][cH:51][cH:52][cH:53]1.[N:36]12[CH2:37][CH2:38][CH2:39][N:40]=[C:41]1[CH2:42][CH2:43][CH2:44][CH2:45][CH2:46]2.[OH:1][CH2:2][c:3]1[cH:4][c:5]([C:6](=[O:7])[O:8][CH3:9])[cH:10][c:11]([N:13]([S:14](=[O:15])(=[O:16])[CH3:17])[CH3:18])[cH:12]1.[c:19]1([P:20]([c:21]2[cH:22][cH:23][cH:24][cH:25][cH:26]2)(=[O:27])[N:33]=[N+:34]=[N-:35])[cH:28][cH:29][cH:30][cH:31][cH:32]1>>[CH2:2]([c:3]1[cH:4][c:5]([C:6](=[O:7])[O:8][CH3:9])[cH:10][c:11]([N:13]([S:14](=[O:15])(=[O:16])[CH3:17])[CH3:18])[cH:12]1)[N:33]=[N+:34]=[N-:35]. Reactants: C(C)OC(C(CC1=C(C=C(C=C1)OCC1=C(N=C(S1)C1=C(C=CC=C1)Cl)C)C)OCC)=O ([rac]-3-{4-[2-(2-chloro-phenyl)-4-methyl-thiazol-5-ylmethoxy]-2-methyl-phenyl}-2-ethoxy-propionic acid ethyl ester), [Li+].[OH-] (LiOH). Yields the product ClC1=C(C=CC=C1)C=1SC(=C(N1)C)COC1=CC(=C(C=C1)CC(C(=O)O)OCC)C ([rac]-3-{4-[2-(2-chloro-phenyl)-4-methyl-thiazol-5-ylmethoxy]-2-methyl-phenyl}-2-ethoxy-propionic acid). Reaction SMILES: C([O:3][C:4](=[O:32])[CH:5]([O:29][CH2:30][CH3:31])[CH2:6][C:7]1[CH:12]=[CH:11][C:10]([O:13][CH2:14][C:15]2[S:19][C:18]([C:20]3[CH:25]=[CH:24][CH:23]=[CH:22][C:21]=3[Cl:26])=[N:17][C:16]=2[CH3:27])=[CH:9][C:8]=1[CH3:28])C.[Li+].[OH-]>>[Cl:26][C:21]1[CH:22]=[CH:23][CH:24]=[CH:25][C:20]=1[C:18]1[S:19][C:15]([CH2:14][O:13][C:10]2[CH:11]=[CH:12][C:7]([CH2:6][CH:5]([O:29][CH2:30][CH3:31])[C:4]([OH:32])=[O:3])=[C:8]([CH3:28])[CH:9]=2)=[C:16]([CH3:27])[N:17]=1 |f:1.2|. Reported procedure: In analogy to the procedure described in example 10 d], [rac]-3-{4-[2-(2-chloro-phenyl)-4-methyl-thiazol-5-ylmethoxy]-2-methyl-phenyl}-2-ethoxy-propionic acid ethyl ester was treated with LiOH to obtain [rac]-3-{4-[2-(2-chloro-phenyl)-4-methyl-thiazol-5-ylmethoxy]-2-methyl-phenyl}-2-ethoxy-propionic acid as colorless oil. Starting materials: ClC[C@@H](COC1=CC(=CC=C1)F)C (1-{[(2R)-3-chloro-2-methylpropyl]oxy}-3-fluorobenzene), CC(C(=O)NC1=CC(=CC=C1)C1CCNCC1)C (2-methyl-N-[3-(4-piperidinyl)phenyl]propanamide). Product: FC=1C=C(OC[C@H](CN2CCC(CC2)C=2C=C(C=CC2)NC(C(C)C)=O)C)C=CC1 (N-(3-{1-[(2S)-3-(3-FLUOROPHENOXY)-2-METHYLPROPYL]-4-PIPERIDINYL}PHENYL)-2-METHYLPROPANAMIDE). As a reaction SMILES: Cl[CH2:2][C@H:3]([CH3:13])[CH2:4][O:5][C:6]1[CH:11]=[CH:10][CH:9]=[C:8]([F:12])[CH:7]=1.[CH3:14][CH:15]([CH3:31])[C:16]([NH:18][C:19]1[CH:24]=[CH:23][CH:22]=[C:21]([CH:25]2[CH2:30][CH2:29][NH:28][CH2:27][CH2:26]2)[CH:20]=1)=[O:17]>>[F:12][C:8]1[CH:7]=[C:6]([CH:11]=[CH:10][CH:9]=1)[O:5][CH2:4][C@@H:3]([CH3:13])[CH2:2][N:28]1[CH2:29][CH2:30][CH:25]([C:21]2[CH:20]=[C:19]([NH:18][C:16](=[O:17])[CH:15]([CH3:14])[CH3:31])[CH:24]=[CH:23][CH:22]=2)[CH2:26][CH2:27]1. Reported procedure: Prepared by Procedure G and Scheme B1 using 1-{[(2R)-3-chloro-2-methylpropyl]oxy}-3-fluorobenzene and 2-methyl-N-[3-(4-piperidinyl)phenyl]propanamide: ESMS m/e: 413.2 (M+H)+.